Dataset: the Open Reaction Database (ORD), a public repository of structured organic reaction records. Task: describe an organic reaction: reactants, conditions, products, and yield Starting materials: [Si](C)(C)(C(C)(C)C)OCC=1C(=NC=CC1Cl)C(=O)OC (methyl 3-(((tert-butyldimethylsilyl)oxy)methyl)-4-chloropicolinate), [OH-].[Na+] (sodium hydroxide). Solvent: C(C)O (ethanol), O (water), O (water). Reaction conditions: temperature 19 celsius, time 2 hour. Yields the product [Si](C)(C)(C(C)(C)C)OCC=1C(=NC=CC1Cl)C(=O)O (3-(((tert-butyldimethylsilyl)oxy)methyl)-4-chloropicolinic acid). Isolated yield 87.2%. As a reaction SMILES: [Si:1]([O:8][CH2:9][C:10]1[C:11]([C:17]([O:19]C)=[O:18])=[N:12][CH:13]=[CH:14][C:15]=1[Cl:16])([C:4]([CH3:7])([CH3:6])[CH3:5])([CH3:3])[CH3:2].[OH-].[Na+]>C(O)C.O>[Si:1]([O:8][CH2:9][C:10]1[C:11]([C:17]([OH:19])=[O:18])=[N:12][CH:13]=[CH:14][C:15]=1[Cl:16])([C:4]([CH3:7])([CH3:6])[CH3:5])([CH3:3])[CH3:2] |f:1.2|. Procedure details: A mixture of 160d (25 g, 76 mmol) and sodium hydroxide (6.1 g, 152 mmol) in ethanol (200 mL) and water (200 mL) was stirred at 19° C. for 2 h. See FIG. 5. The mixture was diluted with water (200 mL) and the resulting mixture was extracted with EtOAc (200 mL×2). The organic layers were washed with brine (80 mL), dried over anhydrous sodium sulfate, filtered, and concentrated under reduced pressure to afford 3-(((tert-butyldimethylsilyl)oxy)methyl)-4-chloropicolinic acid 160e (20 g, 87%) as a whit... Reactants: S1C2=C(C=C1)C(=CC=C2)N2CCN(CC2)CCCCOC2=CC=C1CCC(N(C1=C2)COC(=O)C2CCCC2)=O (cyclopentanecarboxylic acid 7-[4-(4-benzo[b]thiophen-4-ylpiperazin-1-yl)butoxy]-2-oxo-3,4-dihydro-2H-quinolin-1-ylmethyl ester), O (water), C([O-])([O-])=O.[Na+].[Na+] (sodium carbonate), ClC=1C(C(=C(C(C1Cl)=O)C#N)C#N)=O (2,3-dichloro-5,6-dicyano-1,4-benzoquinone). The solvent is C1CCOC1 (THF). Product: S1C2=C(C=C1)C(=CC=C2)N2CCN(CC2)CCCCOC2=CC=C1C=CC(N(C1=C2)COC(=O)C2CCCC2)=O (cyclopentanecarboxylic acid 7-[4-(4-benzo[b]thiophen-4-ylpiperazin-1-yl)butoxy]-2-oxo-2H-quinolin-1-ylmethyl ester). Yield: 15.1%. Reaction SMILES: [S:1]1[CH:5]=[CH:4][C:3]2[C:6]([N:10]3[CH2:15][CH2:14][N:13]([CH2:16][CH2:17][CH2:18][CH2:19][O:20][C:21]4[CH:30]=[C:29]5[C:24]([CH2:25][CH2:26][C:27](=[O:40])[N:28]5[CH2:31][O:32][C:33]([CH:35]5[CH2:39][CH2:38][CH2:37][CH2:36]5)=[O:34])=[CH:23][CH:22]=4)[CH2:12][CH2:11]3)=[CH:7][CH:8]=[CH:9][C:2]1=2.ClC1C(=O)C(C#N)=C(C#N)C(=O)C=1Cl.O.C(=O)([O-])[O-].[Na+].[Na+]>C1COCC1>[S:1]1[CH:5]=[CH:4][C:3]2[C:6]([N:10]3[CH2:11][CH2:12][N:13]([CH2:16][CH2:17][CH2:18][CH2:19][O:20][C:21]4[CH:30]=[C:29]5[C:24]([CH:25]=[CH:26][C:27](=[O:40])[N:28]5[CH2:31][O:32][C:33]([CH:35]5[CH2:36][CH2:37][CH2:38][CH2:39]5)=[O:34])=[CH:23][CH:22]=4)[CH2:14][CH2:15]3)=[CH:7][CH:8]=[CH:9][C:2]1=2 |f:3.4.5|. Procedure: To a solution (10 ml) of cyclopentanecarboxylic acid 7-[4-(4-benzo[b]thiophen-4-ylpiperazin-1-yl)butoxy]-2-oxo-3,4-dihydro-2H-quinolin-1-ylmethyl ester (252 mg) synthesized in the same manner as in Example 13 in THF was added 2,3-dichloro-5,6-dicyano-1,4-benzoquinone (DDQ) (509 mg), and the mixture was stirred at room temperature stirred for 2 days. To the reaction mixture were added water and sodium carbonate, and the mixture was extracted with dichloromethane, dried over sodium sulfate, and co...